This data is from the Open Reaction Database (ORD), a public repository of structured organic reaction records. The task is: describe an organic reaction: reactants, conditions, products, and yield Reactants: C1(=CC=C(C=C1)S(=O)(=O)N1[C@@H](CSCC1)C(=O)O)C ((3R)-4-(4-toluenesulfonyl)thiomorpholine-3-carboxylic acid), C1(=CC=C(C=C1)S(=O)(=O)O)C.C(C1=CC=CC=C1)OC([C@@H](N)C(C)C)=O (L-valine benzyl ester p-toluenesulfonic acid salt), C1CCC(CC1)N=C=NC2CCCCC2 (DCC), TEA. Reagents/catalysts: CN(C)C=1C=CN=CC1 (DMAP). Run in C(Cl)Cl (CH2Cl2). Run at time 24 hour. Product: C(C1=CC=CC=C1)OC(C(C(C)C)NC(=O)[C@H]1N(CCSC1)S(=O)(=O)C1=CC=C(C=C1)C)=O (2-{[(3R)-4-(4-toluenesulfonyl)thiomorpholine-3-carbonyl]amino}-3-methyl-butyric acid benzyl ester). Yield: 40.8%. Reaction SMILES: [C:1]1([CH3:19])[CH:6]=[CH:5][C:4]([S:7]([N:10]2[CH2:15][CH2:14][S:13][CH2:12][C@H:11]2[C:16]([OH:18])=O)(=[O:9])=[O:8])=[CH:3][CH:2]=1.C1(C)C=CC(S(O)(=O)=O)=CC=1.[CH2:31]([O:38][C:39](=[O:45])[C@H:40]([CH:42]([CH3:44])[CH3:43])[NH2:41])[C:32]1[CH:37]=[CH:36][CH:35]=[CH:34][CH:33]=1.C1CCC(N=C=NC2CCCCC2)CC1>CN(C1C=CN=CC=1)C.C(Cl)Cl>[CH2:31]([O:38][C:39](=[O:45])[CH:40]([NH:41][C:16]([C@@H:11]1[CH2:12][S:13][CH2:14][CH2:15][N:10]1[S:7]([C:4]1[CH:3]=[CH:2][C:1]([CH3:19])=[CH:6][CH:5]=1)(=[O:8])=[O:9])=[O:18])[CH:42]([CH3:44])[CH3:43])[C:32]1[CH:37]=[CH:36][CH:35]=[CH:34][CH:33]=1 |f:1.2|. Reported procedure: 0.301 g (1 mmol) of (3R)-4-(4-toluenesulfonyl)thiomorpholine-3-carboxylic acid, 0.417 g (1.1 mmol) of L-valine benzyl ester p-toluenesulfonic acid salt, 0.227 g (1.2 mmol) of DCC and 0.122 g (1 mmol) of DMAP were dissolved in 30 mL of CH2Cl2, 0.2 ml (1.4 mmol) of TEA was added. The mixture was stirred for 24 h at room temperature. The solid was filtrated and the solvent was evaporated. The residual was dissolved in a suitable amount of ethyl acetate (20 ml) and then the mixture was filtered to r... Starting materials: C(C)(C)C1=NN2C(C=CC=C2)=C1 (2-isopropylpyrazolo[1,5-a]pyridine), ClC1=C(C=CC=C1)CC(=O)Cl (2-chloro-phenylacetyl chloride), [Al+3].[Cl-].[Cl-].[Cl-] (AlCl3), N (NH3), [Na+].[I-] (NaI), [Cl-] (chloride). Run in CO (MeOH). Run at time 4 day. Yields the product NC(C(=O)C=1C(=NN2C1C=CC=C2)C(C)C)C2=CC=CC=C2 (2-amino-1-(2-isopropylpyrazolo[1,5-a]pyridin-3-yl)-2-phenylethanone). Reaction SMILES: [CH:1]([C:4]1[CH:12]=[C:7]2[CH:8]=[CH:9][CH:10]=[CH:11][N:6]2[N:5]=1)([CH3:3])[CH3:2].Cl[C:14]1[CH:19]=[CH:18][CH:17]=[CH:16][C:15]=1[CH2:20][C:21](Cl)=[O:22].[Al+3].[Cl-].[Cl-].[Cl-].[Cl-].[NH3:29].[Na+].[I-]>CO>[NH2:29][CH:20]([C:15]1[CH:16]=[CH:17][CH:18]=[CH:19][CH:14]=1)[C:21]([C:12]1[C:4]([CH:1]([CH3:3])[CH3:2])=[N:5][N:6]2[CH:11]=[CH:10][CH:9]=[CH:8][C:7]=12)=[O:22] |f:2.3.4.5,8.9|. Reported procedure: A mixture of 3.5 ml (21.8 mmol) of 2-isopropylpyrazolo[1,5-a]pyridine, 2 ml (10.5 mmol) of 2-chloro-phenylacetyl chloride and 300 mg of AlCl3 were stirred at RT for 4 days. The resulting 1.5 g of crude chloride was dissolved in 150 ml of MeOH, and reacted with NH3 (gas) in presence of 20 mg of NaI at 400° C. for 3 days to get 1.2 g of crude product, followed by purification on an Al2O3 column to obtain 220 mg of 2-amino-1-(2-isopropylpyrazolo[1,5-a]pyridin-3-yl)-2-phenylethanone. Compound 1039. Starting materials: [OH-].C(CCC)[N+](CCCC)(CCCC)CCCC (tetrabutylammonium hydroxide), quaternary ammonium. The solvent is CO (methanol). Yields the product C(CCC)N(CCCC)CCCC (tributylamine). RXN SMILES: [OH-].[CH2:2]([N+:6](CCCC)([CH2:11][CH2:12][CH2:13][CH3:14])[CH2:7][CH2:8][CH2:9][CH3:10])[CH2:3][CH2:4][CH3:5]>CO>[CH2:11]([N:6]([CH2:2][CH2:3][CH2:4][CH3:5])[CH2:7][CH2:8][CH2:9][CH3:10])[CH2:12][CH2:13][CH3:14] |f:0.1|. Procedure: Three grams of coal liquid derived from Illinois No. 6 coal and having a boiling range of 340° to 565° C. was mixed with 8 cc of 2 M tetrabutylammonium hydroxide in methanol. The resulting quaternary ammonium organic salt was then heated to 250° C. A thermal rearrangement took place which produced an O-butylated coal liquid and tributylamine. Reactants: OC1=CC(=C(C(=C1)C)C1C(CC(C1=O)CC1CCOCC1)=O)C (2-(4-hydroxy-2,6-dimethylphenyl)-4-(tetrahydropyran-4-ylmethyl)cyclopentane-1,3-dione), ClC1=NC2=CC=C(C=C2C=C1)Cl (2,6-dichloroquinoline), C([O-])([O-])=O.[K+].[K+] (potassium carbonate). The solvent is CN(C=O)C (N,N-dimethylformamide). Run at temperature 140 celsius. Yields the product ClC=1C=C2C=CC(=NC2=CC1)OC1=CC(=C(C(=C1)C)C1C(CC(C1=O)CC1CCOCC1)=O)C (2-[4-(6-chloroquinolin-2-yloxy)-2,6-dimethylphenyl]-4-(tetrahydropyran-4-ylmethyl)cyclopentane-1,3-dione). RXN SMILES: [OH:1][C:2]1[CH:7]=[C:6]([CH3:8])[C:5]([CH:9]2[C:13](=[O:14])[CH:12]([CH2:15][CH:16]3[CH2:21][CH2:20][O:19][CH2:18][CH2:17]3)[CH2:11][C:10]2=[O:22])=[C:4]([CH3:23])[CH:3]=1.Cl[C:25]1[CH:34]=[CH:33][C:32]2[C:27](=[CH:28][CH:29]=[C:30]([Cl:35])[CH:31]=2)[N:26]=1.C(=O)([O-])[O-].[K+].[K+]>CN(C)C=O>[Cl:35][C:30]1[CH:31]=[C:32]2[C:27](=[CH:28][CH:29]=1)[N:26]=[C:25]([O:1][C:2]1[CH:3]=[C:4]([CH3:23])[C:5]([CH:9]3[C:13](=[O:14])[CH:12]([CH2:15][CH:16]4[CH2:21][CH2:20][O:19][CH2:18][CH2:17]4)[CH2:11][C:10]3=[O:22])=[C:6]([CH3:8])[CH:7]=1)[CH:34]=[CH:33]2 |f:2.3.4|. Procedure: A suspension of 2-(4-hydroxy-2,6-dimethylphenyl)-4-(tetrahydropyran-4-ylmethyl)cyclopentane-1,3-dione (0.104 g, 0.00033 mol), 2,6-dichloroquinoline (0.065 g, 0.00033 mol) and potassium carbonate (0.140 g, 0.00101 mol) in anhydrous N,N-dimethylformamide (3 ml) is heated at 140° C. for 40 minutes under microwave irradiation. After cooling to room temperature the reaction mixture was quenched with 2M hydrochloric acid and extracted with ethyl acetate. The organic phase is separated, washed with dis... The reactants are BrCCCBr, CN(C)C=O, CCOC(C)=O, [H-], [Na+], O, O=c1[nH]nc2ncccn12. The product is O=c1n(CCCBr)nc2ncccn12. Reaction SMILES: [Br:11][CH2:12][CH2:13][CH2:14][Br:15].[CH3:18][N:19]([CH3:20])[CH:21]=[O:22].[CH3:23][CH2:24][O:25][C:26](=[O:27])[CH3:28].[H-:16].[Na+:17].[OH2:29].[n:1]1[nH:2][c:3](=[O:10])[n:4]2[c:5]1[n:6][cH:7][cH:8][cH:9]2>>[n:1]1[n:2]([CH2:14][CH2:13][CH2:12][Br:11])[c:3](=[O:10])[n:4]2[c:5]1[n:6][cH:7][cH:8][cH:9]2.